describe an organic reaction: reactants, conditions, products, and yield From a dataset of the Open Reaction Database (ORD), a public repository of structured organic reaction records. The reactants are C(C#C)NC(=O)C=1N=CN2C1[C@H]1N(C(C3=C2C=CC=C3Cl)=O)CCC1 ((S)-8-chloro-9-oxo-11,12,13,13a-tetrahydro-9H-imidazo[1,5-a]pyrrolo[2,1-c][1,4]benzodiazepine-1-carboxylic acid prop-2-ynylamide), IN1C(CCC1=O)=O (N-iodosuccinimide), C(C=C)NCC=C (diallylamine). The solvent is C(C)(=O)O (acetic acid). Conditions: time 19 hour. Yields the product ClC1=CC=CC2=C1C(N1[C@H](C=3N2C=NC3C=3OC(=CN3)CN(CC=C)CC=C)CCC1)=O ((S)-8-chloro-1-(5-diallylaminomethyl-oxazol-2-yl)-11,12,13,13a-tetrahydro-9H-imidazo[1,5-a]pyrrolo[2,1-c][1,4]benzodiazepin-9-one). Isolated yield 28.7%. RXN SMILES: [CH2:1]([NH:4][C:5]([C:7]1[N:8]=[CH:9][N:10]2[C:16]3[CH:17]=[CH:18][CH:19]=[C:20]([Cl:21])[C:15]=3[C:14](=[O:22])[N:13]3[CH2:23][CH2:24][CH2:25][C@H:12]3[C:11]=12)=[O:6])[C:2]#[CH:3].IN1C(=O)CCC1=O.[CH2:34]([NH:37][CH2:38][CH:39]=[CH2:40])[CH:35]=[CH2:36]>C(O)(=O)C>[Cl:21][C:20]1[C:15]2[C:14](=[O:22])[N:13]3[CH2:23][CH2:24][CH2:25][C@H:12]3[C:11]3[N:10]([CH:9]=[N:8][C:7]=3[C:5]3[O:6][C:2]([CH2:3][N:37]([CH2:38][CH:39]=[CH2:40])[CH2:34][CH:35]=[CH2:36])=[CH:1][N:4]=3)[C:16]=2[CH:17]=[CH:18][CH:19]=1. Procedure details: A solution of 7.95 g (0.0224 mol) of (S)-8-chloro-9-oxo-11,12,13,13a-tetrahydro-9H-imidazo[1,5-a]pyrrolo[2,1-c][1,4]benzodiazepine-1-carboxylic acid prop-2-ynylamide in 200 ml of acetic acid was treated with 7.56 g (0.0336 mol) of N-iodosuccinimide while gassing with argon. After stirring at room temperature for 19 hrs. and at 50° for 4 hrs. the dark brown suspension obtained was completely freed from the solvents and dried azeotropically several times with toluene. The red-brown solid residue w... Reactants: C(C)(=O)NC1=CC(=C(C=C1)C)Cl (4-acetamido-2-chlorotoluene), BrBr (bromine), BrBr (bromine), ice water, O (water). Solvent: C(C)(=O)O (acetic acid). Reaction conditions: time 1.5 hour. Product: C(C)(=O)NC1=CC(=C(C=C1Br)C)Cl (4-Acetamido-5-bromo-2-chlorotoluene). Yield: 48.0%. RXN SMILES: [C:1]([NH:4][C:5]1[CH:10]=[CH:9][C:8]([CH3:11])=[C:7]([Cl:12])[CH:6]=1)(=[O:3])[CH3:2].[Br:13]Br.O>C(O)(=O)C>[C:1]([NH:4][C:5]1[C:10]([Br:13])=[CH:9][C:8]([CH3:11])=[C:7]([Cl:12])[CH:6]=1)(=[O:3])[CH3:2]. Procedure details: To a solution of 4-acetamido-2-chlorotoluene (89.2 g, 0.486 mol) in glacial acetic acid (480 ml) that was stirred with an overhead mechanical stirrer and under argon was dropwise added bromine (28.5 ml) during a period of 2 h while the temperature of the reaction mixture was kept below 15° C. by using an ice-bath. Stirring was continued for a further 1.5 h after the addition of bromine, under an argon atmosphere. Then the brownish reaction mixture was poured into ice-water (1.8 lt), with the aid... Starting materials: [O-]CC.[Na+] (sodium ethoxide), C(CC(O)(C(=O)O)CC(=O)O)(=O)O (citric acid), C(C)OC(C(C(=O)OCC)NC(=O)C1=C(N=C2N1C=CC=C2OCC2=C(C=CC=C2F)F)C)=O (diethyl[({8-[(2,6-difluorobenzyl)oxy]-2-methylimidazo[1,2-a]pyridin-3-yl}carbonyl)amino]malonate), [O-]CC.[Na+].C(C)O (sodium ethoxide ethanol), ICCCC (1-iodobutane), C(O)([O-])=O.[Na+] (sodium hydrogen carbonate). Solvent: C(Cl)(Cl)Cl (chloroform), C(C)O (ethanol). Run at temperature 70 celsius, time 3 hour. Product: C(CCC)C(C(=O)OCC)(C(=O)OCC)NC(=O)C1=C(N=C2N1C=CC=C2OCC2=C(C=CC=C2F)F)C (diethyl butyl[({8-[(2,6-difluorobenzyl)oxy]-2-methylimidazo[1,2-a]pyridin-3-yl}carbonyl)amino]malonate). Reaction SMILES: [CH2:1]([O:3][C:4](=[O:34])[CH:5]([NH:11][C:12]([C:14]1[N:18]2[CH:19]=[CH:20][CH:21]=[C:22]([O:23][CH2:24][C:25]3[C:30]([F:31])=[CH:29][CH:28]=[CH:27][C:26]=3[F:32])[C:17]2=[N:16][C:15]=1[CH3:33])=[O:13])[C:6]([O:8][CH2:9][CH3:10])=[O:7])[CH3:2].[O-]CC.[Na+].C(O)C.I[CH2:43][CH2:44][CH2:45][CH3:46].[O-]CC.[Na+].C(O)(=O)CC(CC(O)=O)(C(O)=O)O.C(=O)([O-])O.[Na+]>C(Cl)(Cl)Cl.C(O)C>[CH2:43]([C:5]([NH:11][C:12]([C:14]1[N:18]2[CH:19]=[CH:20][CH:21]=[C:22]([O:23][CH2:24][C:25]3[C:30]([F:31])=[CH:29][CH:28]=[CH:27][C:26]=3[F:32])[C:17]2=[N:16][C:15]=1[CH3:33])=[O:13])([C:4]([O:3][CH2:1][CH3:2])=[O:34])[C:6]([O:8][CH2:9][CH3:10])=[O:7])[CH2:44][CH2:45][CH3:46] |f:1.2.3,5.6,8.9|. Procedure details: To 252 mg of diethyl[({8-[(2,6-difluorobenzyl)oxy]-2-methylimidazo[1,2-a]pyridin-3-yl}carbonyl)amino]malonate were added 4 ml of ethanol, 0.23 ml of a 20% sodium ethoxide/ethanol solution, and 0.31 ml of 1-iodobutane, followed by stirring at 70° C. for 3 hours. Subsequently, 11 mg of sodium ethoxide was added thereto, followed by stirring at 70° C. for 1 hour. To the reaction mixture were added an aqueous citric acid solution, a saturated aqueous sodium hydrogen carbonate solution, and chlorofor... The solvent is C(C)(C)(C)OC (methyl tert-butyl ether). Isolated yield 236.0%. Yields the product BrC\C(=C\C1=C(C=CC=C1)Cl)\C1=CC=C(C=C1)F (E-1-bromo-2-(4-fluorophenyl)-3-(2-chlorophenyl)-prop-2-ene). Procedure: 103.1 g of E-2-(4-fluorophenyl)-3-(2-chlorophenyl)-prop-2-enol are dissolved in 700 ml of methyl tert-butyl ether, and 2 ml of pyridine are added. The reaction solution is stirred under a nitrogen atmosphere at 0° C., while 27.2 g of phosphorus tribromide are added in the course of 90 minutes. After the end of the addition, the mixture is refluxed for two hours and then poured onto 500 ml of water and extracted several times with methyl tert-butyl ether. The organic phase is washed with sodium b... As a reaction SMILES: [F:1][C:2]1[CH:7]=[CH:6][C:5](/[C:8](=[CH:11]\[C:12]2[CH:17]=[CH:16][CH:15]=[CH:14][C:13]=2[Cl:18])/[CH2:9]O)=[CH:4][CH:3]=1.N1C=CC=CC=1.P(Br)(Br)[Br:26].O>C(OC)(C)(C)C>[Br:26][CH2:9]/[C:8](/[C:5]1[CH:6]=[CH:7][C:2]([F:1])=[CH:3][CH:4]=1)=[CH:11]/[C:12]1[CH:17]=[CH:16][CH:15]=[CH:14][C:13]=1[Cl:18]. Starting materials: O (water), FC1=CC=C(C=C1)/C(/CO)=C\C1=C(C=CC=C1)Cl (E-2-(4-fluorophenyl)-3-(2-chlorophenyl)-prop-2-enol), P(Br)(Br)Br (phosphorus tribromide), N1=CC=CC=C1 (pyridine). Starting materials: C(C)B(CC)CC (triethylborane), ClC=1C=C2C=C(C(OC2=CC1OC1=C(C=C(C=C1)Br)Cl)C(F)(F)F)C(=O)OCC (ethyl 6-chloro-7-(2-chloro-4-bromophenoxy)-2-(trifluoromethyl)-2H-chromene-3-carboxylate), C([O-])([O-])=O.[K+].[K+] (potassium carbonate), CN(C)C=O (DMF). The reagents and catalysts are C=1C=CC(=CC1)[P](C=2C=CC=CC2)(C=3C=CC=CC3)[Pd]([P](C=4C=CC=CC4)(C=5C=CC=CC5)C=6C=CC=CC6)([P](C=7C=CC=CC7)(C=8C=CC=CC8)C=9C=CC=CC9)[P](C=1C=CC=CC1)(C=1C=CC=CC1)C=1C=CC=CC1 (tetrakistriphenyl-phosphinepalladium (0)). Run in C(C)(=O)OCC (ethyl acetate). Run at temperature 110 celsius, time 5 hour. Product: ClC=1C=C2C=C(C(OC2=CC1OC1=C(C=C(C=C1)CC)Cl)C(F)(F)F)C(=O)OCC (ethyl 6-chloro-7-(2-chloro-4-ethylphenoxy)-2-(trifluoromethyl)-2H-chromene-3-carboxylate). Isolated yield 84.5%. RXN SMILES: [Cl:1][C:2]1[CH:3]=[C:4]2[C:9](=[CH:10][C:11]=1[O:12][C:13]1[CH:18]=[CH:17][C:16](Br)=[CH:15][C:14]=1[Cl:20])[O:8][CH:7]([C:21]([F:24])([F:23])[F:22])[C:6]([C:25]([O:27][CH2:28][CH3:29])=[O:26])=[CH:5]2.C(=O)([O-])[O-].[K+].[K+].CN(C=O)C.[CH2:41](B(CC)CC)[CH3:42]>C1C=CC([P]([Pd]([P](C2C=CC=CC=2)(C2C=CC=CC=2)C2C=CC=CC=2)([P](C2C=CC=CC=2)(C2C=CC=CC=2)C2C=CC=CC=2)[P](C2C=CC=CC=2)(C2C=CC=CC=2)C2C=CC=CC=2)(C2C=CC=CC=2)C2C=CC=CC=2)=CC=1.C(OCC)(=O)C>[Cl:1][C:2]1[CH:3]=[C:4]2[C:9](=[CH:10][C:11]=1[O:12][C:13]1[CH:18]=[CH:17][C:16]([CH2:41][CH3:42])=[CH:15][C:14]=1[Cl:20])[O:8][CH:7]([C:21]([F:24])([F:23])[F:22])[C:6]([C:25]([O:27][CH2:28][CH3:29])=[O:26])=[CH:5]2 |f:1.2.3,^1:51,53,72,91|. Procedure details: To the mixture of 0.3g (0.59 mmol, 1.0 eqv) of ethyl 6-chloro-7-(2-chloro-4-bromophenoxy)-2-(trifluoromethyl)-2H-chromene-3-carboxylate, 0.32 g (2.3 mmol) of potassium carbonate, 68 mg (0.059 mmol ) of tetrakistriphenyl-phosphinepalladium (0), and 2.5 mL of anhydrous DMF under nitrogen was added 0.83 mL (0.83 mmol, 1.0 M in THF) of triethylborane. The mixture was heated to 110° C. and shaken for five hrs. LC-MS indicated that the reaction was completed. After cooling to room temperature, the rea... The reactants are NC=1C(=C(C(=CC1)Cl)S(=O)(=O)N)O (3-amino-6-chloro-2-hydroxybenzenesulfonamide), crude material, N(=[N+]=[N-])C(=O)C=1C=NOC1C (4-(azidocarbonyl)-5-methylisooxazole), CN(C=O)C (N,N-dimethyl-formamide). Yields the product NS(=O)(=O)C=1C(=C(C=CC1Cl)NC(=O)NC=1C=NOC1C)O (N-(3-aminosulfonyl-4-chloro-2-hydroxyphenyl)-N′-(5-methylisoxazol-4-yl)urea). Isolated yield 23.0%. RXN SMILES: [NH2:1][C:2]1[C:3]([OH:13])=[C:4]([S:9]([NH2:12])(=[O:11])=[O:10])[C:5]([Cl:8])=[CH:6][CH:7]=1.N(C([C:19]1[CH:20]=[N:21][O:22][C:23]=1[CH3:24])=O)=[N+]=[N-].C[N:26](C)[CH:27]=[O:28]>>[NH2:12][S:9]([C:4]1[C:3]([OH:13])=[C:2]([NH:1][C:27]([NH:26][C:19]2[CH:20]=[N:21][O:22][C:23]=2[CH3:24])=[O:28])[CH:7]=[CH:6][C:5]=1[Cl:8])(=[O:11])=[O:10]. Reported procedure: Under Ar, a solution of 3-amino-6-chloro-2-hydroxybenzenesulfonamide (238 mg, 1.07 mmol) and the crude material of 4-(azidocarbonyl)-5-methylisooxazole in 5 mL of N,N-dimethyl-formamide was stirred for 18 hours at room temperature. Purification upon Gilson HPLC, eluting with acetonitrile/water (10/90, v/v to 90/10, v/v, over 10 min), gave the desired product (86 mg, 23%). LC-MS (m/z) 347.0 (M+). Starting materials: CCc1nc2c(F)ccc(OCC(=O)OC)c2c(OC(F)F)c1Cc1ccc(C(=O)N2CCCC2)cc1, [Li+], C1CCOC1, [OH-]. The product is CCc1nc2c(F)ccc(OCC(=O)O)c2c(OC(F)F)c1Cc1ccc(C(=O)N2CCCC2)cc1. RXN SMILES: [CH3:1][O:2][C:3]([CH2:4][O:5][c:6]1[c:7]2[c:8]([O:33][CH:34]([F:35])[F:36])[c:9]([CH2:19][c:20]3[cH:21][cH:22][c:23]([C:26](=[O:27])[N:28]4[CH2:29][CH2:30][CH2:31][CH2:32]4)[cH:24][cH:25]3)[c:10]([CH2:17][CH3:18])[n:11][c:12]2[c:13]([F:16])[cH:14][cH:15]1)=[O:37].[Li+:38].[O:40]1[CH2:41][CH2:42][CH2:43][CH2:44]1.[OH-:39]>>[O:2]=[C:3]([CH2:4][O:5][c:6]1[c:7]2[c:8]([O:33][CH:34]([F:35])[F:36])[c:9]([CH2:19][c:20]3[cH:21][cH:22][c:23]([C:26](=[O:27])[N:28]4[CH2:29][CH2:30][CH2:31][CH2:32]4)[cH:24][cH:25]3)[c:10]([CH2:17][CH3:18])[n:11][c:12]2[c:13]([F:16])[cH:14][cH:15]1)[OH:37].